From a dataset of the Open Reaction Database (ORD), a public repository of structured organic reaction records. describe an organic reaction: reactants, conditions, products, and yield The reactants are COc1cc2ncnc(Oc3ccc(N)cc3)c2cc1OC, COc1ccccc1CCC(=O)N=C=S, COc1ccccc1CCC(=O)O, Cc1ccccc1, CCO, O=S(Cl)Cl, O=C(Cl)CCCc1ccccc1. The product is COc1ccccc1CCC(=O)NC(=S)Nc1ccc(Oc2ncnc3cc(OC)c(OC)cc23)cc1. RXN SMILES: [CH3:30][O:31][c:32]1[cH:33][c:34]2[c:35]([O:44][c:45]3[cH:46][cH:47][c:48]([NH2:49])[cH:50][cH:51]3)[n:36][cH:37][n:38][c:39]2[cH:40][c:41]1[O:42][CH3:43].[CH3:52][O:53][c:54]1[c:55]([CH2:60][CH2:61][C:62](=[O:63])[N:64]=[C:65]=[S:66])[cH:56][cH:57][cH:58][cH:59]1.[CH3:5][O:6][c:7]1[cH:8][cH:9][cH:10][cH:11][c:12]1[CH2:13][CH2:14][C:15]([OH:16])=[O:17].[CH3:67][c:68]1[cH:69][cH:70][cH:71][cH:72][cH:73]1.[CH3:74][CH2:75][OH:76].[S:1]([Cl:2])([Cl:3])=[O:4].[c:18]1([CH2:19][CH2:20][CH2:21][C:22]([Cl:23])=[O:24])[cH:25][cH:26][cH:27][cH:28][cH:29]1>>[CH3:30][O:31][c:32]1[cH:33][c:34]2[c:35]([O:44][c:45]3[cH:46][cH:47][c:48]([NH:49][C:65]([NH:64][C:62]([CH2:61][CH2:60][c:55]4[c:54]([O:53][CH3:52])[cH:59][cH:58][cH:57][cH:56]4)=[O:63])=[S:66])[cH:50][cH:51]3)[n:36][cH:37][n:38][c:39]2[cH:40][c:41]1[O:42][CH3:43]. Reactants: C1(CCCC2=CC=CC=C12)=O (1-tetralone), [N+](=O)(O)[O-] (nitric acid). The solvent is O (water). Conditions: time 30 minute. Yields the product [N+](=O)([O-])C1=CC=C2CCCC(C2=C1)=O (7-nitro-1-tetralone). RXN SMILES: [C:1]1(=[O:11])[C:10]2[C:5](=[CH:6][CH:7]=[CH:8][CH:9]=2)[CH2:4][CH2:3][CH2:2]1.[N+:12]([O-])([OH:14])=[O:13]>O>[N+:12]([C:8]1[CH:9]=[C:10]2[C:5]([CH2:4][CH2:3][CH2:2][C:1]2=[O:11])=[CH:6][CH:7]=1)([O-:14])=[O:13]. Procedure: Under ice-cooling, 1-tetralone (15.0 g, 0.103 mol) was gradually added dropwise to fuming nitric acid (100 ml). The reaction mixture was stirred for 30 minutes, which was poured into water. Resulting crystalline precipitate was collected by filtration and washed with water, which was dissolved in ethyl acetate. The solution was washed with brine, dried over anhydrous magnesium sulfate and concentrated under reduced pressure. The residue was crystallized from ethyl acetate/isopropyl ether to give... Reactants: Cl.BrC=1C(=CC(=C(N)C1)OC)C (5-bromo-2-methoxy-4-methylaniline hydrochloride). The solvent is Cl (HCl). Yields the product BrC=1C(=CC(=C(N)C1)OC)C (5-bromo-2-methoxy-4-methylaniline). As a reaction SMILES: Cl.[Br:2][C:3]1[C:4]([CH3:12])=[CH:5][C:6]([O:10][CH3:11])=[C:7]([CH:9]=1)[NH2:8]>Cl>[Br:2][C:3]1[C:4]([CH3:12])=[CH:5][C:6]([O:10][CH3:11])=[C:7]([CH:9]=1)[NH2:8] |f:0.1|. Procedure details: A suspension of 5-bromo-2-methoxy-4-methylaniline hydrochloride [formed from the reaction of 5-bromo-2-methoxy-4-methylaniline (4.32 g, 20 mmol) with conc. HCl (20 ml)] was cooled to 0° C. and an aqueous solution of NaNO2 (1.224 g, 24 mmol in 5 mL H2O) was added slowly, keeping the reaction temperature below 5° C. When addition of the nitrite was complete, the reaction mixture was stirred for 30 min at 0° C., then poured into a previously prepared mixture containing 30% SO2 in AcOH (30 mL), a so...